This data is from the Open Reaction Database (ORD), a public repository of structured organic reaction records. The task is: describe an organic reaction: reactants, conditions, products, and yield Starting materials: CC(C)O, CCn1cnc2c(Cl)c(C(=O)O)c(C)nc21, [H-], [Na+], c1ccccc1. Product: CCn1cnc2c(OC(C)C)c(C(=O)O)c(C)nc21. Reaction SMILES: [CH3:3][CH:4]([CH3:5])[OH:6].[Cl:7][c:8]1[c:9]2[c:10]([n:11][c:12]([CH3:17])[c:13]1[C:14](=[O:15])[OH:16])[n:18]([CH2:21][CH3:22])[cH:19][n:20]2.[H-:1].[Na+:2].[cH:23]1[cH:24][cH:25][cH:26][cH:27][cH:28]1>>[CH3:3][CH:4]([CH3:5])[O:6][c:8]1[c:9]2[c:10]([n:11][c:12]([CH3:17])[c:13]1[C:14](=[O:15])[OH:16])[n:18]([CH2:21][CH3:22])[cH:19][n:20]2. The reactants are O (water), BrC=1C=C(C=NC1)NC(C1=CC=CC=C1)=O (N-(5-bromopyridin-3-yl)benzamide), CC=1C=C(C=CC1C)B(O)O ((3,4-dimethylphenyl)boronic acid), C([O-])([O-])=O.[K+].[K+] (potassium carbonate). Reagents/catalysts: C=1C=CC(=CC1)[P](C=2C=CC=CC2)(C=3C=CC=CC3)[Pd]([P](C=4C=CC=CC4)(C=5C=CC=CC5)C=6C=CC=CC6)([P](C=7C=CC=CC7)(C=8C=CC=CC8)C=9C=CC=CC9)[P](C=1C=CC=CC1)(C=1C=CC=CC1)C=1C=CC=CC1 (tetrakis(triphenylphosphine)palladium(0)). The solvent is COCCOC (1,2-dimethoxyethane), CN(C)C=O (DMF). Conditions: temperature 85 celsius, time 12 hour. Yields the product CC=1C=C(C=CC1C)C=1C=C(C=NC1)NC(=O)C1=CC=CC=C1 (N-[5-(3,4-Dimethylphenyl)pyridin-3-yl]benzenecarboxamide). RXN SMILES: Br[C:2]1[CH:3]=[C:4]([NH:8][C:9](=[O:16])[C:10]2[CH:15]=[CH:14][CH:13]=[CH:12][CH:11]=2)[CH:5]=[N:6][CH:7]=1.[CH3:17][C:18]1[CH:19]=[C:20](B(O)O)[CH:21]=[CH:22][C:23]=1[CH3:24].C(=O)([O-])[O-].[K+].[K+].O>COCCOC.C1C=CC([P]([Pd]([P](C2C=CC=CC=2)(C2C=CC=CC=2)C2C=CC=CC=2)([P](C2C=CC=CC=2)(C2C=CC=CC=2)C2C=CC=CC=2)[P](C2C=CC=CC=2)(C2C=CC=CC=2)C2C=CC=CC=2)(C2C=CC=CC=2)C2C=CC=CC=2)=CC=1.CN(C=O)C>[CH3:17][C:18]1[CH:19]=[C:20]([C:2]2[CH:3]=[C:4]([NH:8][C:9]([C:10]3[CH:15]=[CH:14][CH:13]=[CH:12][CH:11]=3)=[O:16])[CH:5]=[N:6][CH:7]=2)[CH:21]=[CH:22][C:23]=1[CH3:24] |f:2.3.4,^1:44,46,65,84|. Reported procedure: At 50° C., 4.5 g (16.2 mmol) of N-(5-bromopyridin-3-yl)benzamide, 3.0 g (19.5 mmol) of (3,4-dimethylphenyl)boronic acid and 4.5 g (32.5 mmol) of potassium carbonate were dissolved in 59 ml of 1,2-dimethoxyethane, 19 ml of water and 117 ml of DMF. The mixture was flushed with argon, 0.1 g (0.08 mmol) of tetrakis(triphenylphosphine)palladium(0) was added and the mixture was stirred at 85° C. for 12 h. The reaction mixture was concentrated slightly on a rotary evaporator, diluted with water and ext... Starting materials: NC1CCN(CC1)CC1=CNC2=CC=CC=C12 (4-amino-1-(indol-3-ylmethyl)piperidine), O (water), C(C1=CC=CC=C1)(=O)Cl (Benzoyl chloride), [S-]C#N.[NH4+] (ammonium thiocyanate). The solvent is CC(=O)C (acetone). Reaction conditions: time 1 hour. The product is N1C=C(C2=CC=CC=C12)CN1CCC(CC1)NC(=S)NC(C1=CC=CC=C1)=O (1-[1-(Indol-3-ylmethyl)piperid-4-yl]-3-benzoylthiourea), salt. Isolated yield 11.7%. As a reaction SMILES: [C:1](Cl)(=[O:8])[C:2]1[CH:7]=[CH:6][CH:5]=[CH:4][CH:3]=1.[S-:10][C:11]#[N:12].[NH4+].[NH2:14][CH:15]1[CH2:20][CH2:19][N:18]([CH2:21][C:22]2[C:30]3[C:25](=[CH:26][CH:27]=[CH:28][CH:29]=3)[NH:24][CH:23]=2)[CH2:17][CH2:16]1.O>CC(C)=O>[NH:24]1[C:25]2[C:30](=[CH:29][CH:28]=[CH:27][CH:26]=2)[C:22]([CH2:21][N:18]2[CH2:19][CH2:20][CH:15]([NH:14][C:11]([NH:12][C:1](=[O:8])[C:2]3[CH:7]=[CH:6][CH:5]=[CH:4][CH:3]=3)=[S:10])[CH2:16][CH2:17]2)=[CH:23]1 |f:1.2|. Reported procedure: Benzoyl chloride (0.49 g, 3.5 mmol) was added to a solution of ammonium thiocyanate (0.29 g, 3.82 mmol) in dry acetone (4 cm3). The reaction mixture was heated under reflux for 10 minutes, then 4-amino-1-(indol-3-ylmethyl)piperidine (0.78 g, 3.41 mmol) was added. The suspension was stirred at room temperature for 1 hour then heated under reflux for 15 minutes and poured into water (20 cm3), precipitating an oil. The supernatant aqueous phase was decanted and the oil triturated with propan-2-ol u... Starting materials: C([O-])(O)=O.[Na+] (sodium bicarbonate), Cl.N[C@@H]1CN(CC1)C1=C(C=C(C=C1)N1C(O[C@H](C1)CN1N=NC=C1)=O)F ((5R)-3-(4-((3S)-3-Aminopyrrolidin-1-yl)-3-fluorophenyl)-5-(1,2,3-triazol-1-ylmethyl)-oxazolidin-2-one hydrochloride), CS(=O)(=O)Cl (methanesulfonyl chloride). Solvent: ClCCl (Dichloromethane), ClCCl (dichloromethane). Run at time 18 hour. Yields the product CS(=O)(=O)N[C@@H]1CN(CC1)C1=C(C=C(C=C1)N1C(O[C@H](C1)CN1N=NC=C1)=O)F ((5R)-3-(4-((3S)-3-Methanesulfonamidopyrrolidin-1-yl)-3-fluorophenyl)-5-(1,2,3-triazol-1-ylmethyl)oxazolidin-2-one). Isolated yield 10.1%. As a reaction SMILES: Cl.[NH2:2][C@H:3]1[CH2:7][CH2:6][N:5]([C:8]2[CH:13]=[CH:12][C:11]([N:14]3[CH2:18][C@H:17]([CH2:19][N:20]4[CH:24]=[CH:23][N:22]=[N:21]4)[O:16][C:15]3=[O:25])=[CH:10][C:9]=2[F:26])[CH2:4]1.C(=O)(O)[O-].[Na+].[CH3:32][S:33](Cl)(=[O:35])=[O:34]>ClCCl>[CH3:32][S:33]([NH:2][C@H:3]1[CH2:7][CH2:6][N:5]([C:8]2[CH:13]=[CH:12][C:11]([N:14]3[CH2:18][C@H:17]([CH2:19][N:20]4[CH:24]=[CH:23][N:22]=[N:21]4)[O:16][C:15]3=[O:25])=[CH:10][C:9]=2[F:26])[CH2:4]1)(=[O:35])=[O:34] |f:0.1,2.3|. Reported procedure: (5R)-3-(4-((3S)-3-Aminopyrrolidin-1-yl)-3-fluorophenyl)-5-(1,2,3-triazol-1-ylmethyl)-oxazolidin-2-one hydrochloride (250 mg, 0.65 mM), in dichloromethane (20 ml) was cooled to 0° and treated with 5% sodium bicarbonate solution (10 ml). The resulting suspension was stirred vigorously, methanesulfonyl chloride (290 mg, 2.5 mM) added, and stirring continued for 18 hours at ambient temperature. Dichloromethane (10 ml) was added, the organic layer separated, and diluted with isohexane (30 ml). The pr... Reactants: O=C(CCC1CCC2(OCCO2)C1CCCCCCCO)C1CCCCC1, Cl. The product is O=C(CCC1CCC(=O)C1CCCCCCCO)C1CCCCC1. As a reaction SMILES: [CH:1]1([C:7]([CH2:8][CH2:9][CH:10]2[CH:11]([CH2:19][CH2:20][CH2:21][CH2:22][CH2:23][CH2:24][CH2:25][OH:26])[C:12]3([O:13][CH2:16][CH2:15][O:14]3)[CH2:17][CH2:18]2)=[O:27])[CH2:2][CH2:3][CH2:4][CH2:5][CH2:6]1.[ClH:28]>>[CH:1]1([C:7]([CH2:8][CH2:9][CH:10]2[CH:11]([CH2:19][CH2:20][CH2:21][CH2:22][CH2:23][CH2:24][CH2:25][OH:26])[C:12](=[O:13])[CH2:17][CH2:18]2)=[O:27])[CH2:2][CH2:3][CH2:4][CH2:5][CH2:6]1. Starting materials: COC(N(C)C)OC (N,N-Dimethylformamide dimethylacetal), FC1=C(C=C(C(=C1)C)[N+](=O)[O-])I (4-fluoro-3-iodo-6-methylnitrobenzene), N,-dimethylformamide, O (water), COC(N(C)C)OC (N,N-dimethylformamide dimethylacetal), C(C)O (ethanol). Reagents/catalysts: [Fe] (iron). Run in CN(C=O)C (N,N-dimethylformamide), C(C)(=O)O (acetic acid). Conditions: temperature 130 celsius, time 10 minute. The product is FC1=C(N)C=C(C(=C1)C)[N+](=O)[O-] (2-fluoro-4-methyl-5-nitroaniline). RXN SMILES: COC(OC)[N:4](C)C.[F:9][C:10]1[CH:15]=[C:14]([CH3:16])[C:13]([N+:17]([O-:19])=[O:18])=[CH:12][C:11]=1I.O.C(O)C>CN(C)C=O.C(O)(=O)C.[Fe]>[F:9][C:10]1[CH:15]=[C:14]([CH3:16])[C:13]([N+:17]([O-:19])=[O:18])=[CH:12][C:11]=1[NH2:4]. Procedure: N,N-Dimethylformamide dimethylacetal (16.5 mL, 125 mmol) was added in one portion to a stirred solution of 4-fluoro-3-iodo-6-methylnitrobenzene (14.1 g, 50 mmol) in N,N-dimethylformamide (50 mL) at 130° C. under Ar. The mixture was stirred at 130° C. for 10 min then another aliquot of N,N-dimethylformamide dimethylacetal (10 mL) was added in one portion. The mixture was stirred at 130° C. for a further 10 min then another aliquot of N,-dimethylformamide (6 mL) was added in one portion. The mixtu... Starting materials: COc1cc2ncnc(C3CCNCC3)c2cc1OC, CO, ClCCl, ClCCl, O=C(Nc1ccc(N2CCOCC2)cc1)Oc1ccc([N+](=O)[O-])cc1, N. As a reaction SMILES: [CH3:1][O:2][c:3]1[cH:4][c:5]2[c:6]([CH:15]3[CH2:16][CH2:17][NH:18][CH2:19][CH2:20]3)[n:7][cH:8][n:9][c:10]2[cH:11][c:12]1[O:13][CH3:14].[CH3:49][OH:50].[Cl:46][CH2:47][Cl:48].[Cl:52][CH2:53][Cl:54].[N+:21]([c:22]1[cH:23][cH:24][c:25]([O:30][C:31](=[O:26])[NH:32][c:33]2[cH:34][cH:35][c:36]([N:39]3[CH2:40][CH2:41][O:42][CH2:43][CH2:44]3)[cH:37][cH:38]2)[cH:27][cH:28]1)([O-:29])=[O:45].[NH3:51]>>[CH3:1][O:2][c:3]1[cH:4][c:5]2[c:6]([CH:15]3[CH2:16][CH2:17][N:18]([C:31](=[O:30])[NH:32][c:33]4[cH:34][cH:35][c:36]([N:39]5[CH2:40][CH2:41][O:42][CH2:43][CH2:44]5)[cH:37][cH:38]4)[CH2:19][CH2:20]3)[n:7][cH:8][n:9][c:10]2[cH:11][c:12]1[O:13][CH3:14]. The product is COc1cc2ncnc(C3CCN(C(=O)Nc4ccc(N5CCOCC5)cc4)CC3)c2cc1OC.